From a dataset of the Open Reaction Database (ORD), a public repository of structured organic reaction records. describe an organic reaction: reactants, conditions, products, and yield Reactants: C1(=C(C(=CC(=C1)C)C)S(=O)(=O)O)C.C1(=CC=CC=C1)S(=N)C=1SC=CC1 (Phenyl-(2-thienyl)-sulphimide mesitylene-sulphonate), CO (methanol), I(=O)(=O)(=O)[O-].[Na+] (sodium periodate). Run in O (water). Run at time 24 hour. Yields the product C1(=CC=CC=C1)S(=O)(=N)C=1SC=CC1 (Phenyl-(2-thienyl)-sulphoximide). As a reaction SMILES: C1(C)C=C(C)C=C(C)C=1S(O)(=O)=[O:10].[C:14]1([S:20]([C:22]2[S:23][CH:24]=[CH:25][CH:26]=2)=[NH:21])[CH:19]=[CH:18][CH:17]=[CH:16][CH:15]=1.CO.I([O-])(=O)(=O)=O.[Na+]>O>[C:14]1([S:20]([C:22]2[S:23][CH:24]=[CH:25][CH:26]=2)(=[NH:21])=[O:10])[CH:15]=[CH:16][CH:17]=[CH:18][CH:19]=1 |f:0.1,3.4|. Procedure: 10 g. Phenyl-(2-thienyl)-sulphimide mesitylene-sulphonate are dissolved in 200 ml. methanol. A solution of 7 g. sodium periodate in 150 ml. water are added dropwise thereto, whereafter the reaction mixture is stirred for 24 hours at ambient temperature. The reaction mixture is then rendered alkaline and evaporated on a rotary evaporator. The residue obtained is partitioned between water and dichloromethane and the organic phase is evaporated. There are obtained 3.7 g. phenyl-(2-thienyl)-sulphoxi...